Dataset: the Open Reaction Database (ORD), a public repository of structured organic reaction records. Task: describe an organic reaction: reactants, conditions, products, and yield Starting materials: C1CCOC1, CCN(C(C)C)C(C)C, OCc1cnn(C2C=CC(n3cnc4c(Cl)nc(Cl)nc43)C2)c1, NCC(c1ccccc1)c1ccccc1. Yields the product OCc1cnn(C2C=CC(n3cnc4c(NCC(c5ccccc5)c5ccccc5)nc(Cl)nc43)C2)c1. As a reaction SMILES: [CH2:48]1[O:49][CH2:50][CH2:51][CH2:52]1.[CH:39]([N:40]([CH2:41][CH3:42])[CH:43]([CH3:44])[CH3:45])([CH3:46])[CH3:47].[Cl:1][c:2]1[n:3][c:4]([Cl:23])[c:5]2[n:6][cH:7][n:8]([CH:11]3[CH:12]=[CH:13][CH:14]([n:16]4[n:17][cH:18][c:19]([CH2:21][OH:22])[cH:20]4)[CH2:15]3)[c:9]2[n:10]1.[c:24]1([CH:30]([CH2:31][NH2:32])[c:33]2[cH:34][cH:35][cH:36][cH:37][cH:38]2)[cH:25][cH:26][cH:27][cH:28][cH:29]1>>[Cl:1][c:2]1[n:3][c:4]([NH:32][CH2:31][CH:30]([c:24]2[cH:25][cH:26][cH:27][cH:28][cH:29]2)[c:33]2[cH:34][cH:35][cH:36][cH:37][cH:38]2)[c:5]2[n:6][cH:7][n:8]([CH:11]3[CH:12]=[CH:13][CH:14]([n:16]4[n:17][cH:18][c:19]([CH2:21][OH:22])[cH:20]4)[CH2:15]3)[c:9]2[n:10]1. Reactants: [In] (Indium), [Cl-].[NH4+] (ammonium chloride), ClC=1SC(=C(N1)C)C1=CC=C(C=C1)[N+](=O)[O-] (2-Chloro-4-methyl-5-(4-nitro-phenyl)-thiazole). Run in C(C)O (ethanol), Cl (hydrochloric acid). Run at time 90 minute. The product is ClC=1SC(=C(N1)C)C1=CC=C(C=C1)N (4-(2-Chloro-4-methyl-thiazol-5-yl)-phenylamine). Isolated yield 96.3%. RXN SMILES: [In].[Cl-].[NH4+].[Cl:4][C:5]1[S:6][C:7]([C:11]2[CH:16]=[CH:15][C:14]([N+:17]([O-])=O)=[CH:13][CH:12]=2)=[C:8]([CH3:10])[N:9]=1>C(O)C.Cl>[Cl:4][C:5]1[S:6][C:7]([C:11]2[CH:16]=[CH:15][C:14]([NH2:17])=[CH:13][CH:12]=2)=[C:8]([CH3:10])[N:9]=1 |f:1.2|. Reported procedure: Indium powder (0.64 mg, 2.5 mmol) and saturated ammonium chloride solution (3 ml, 2.5 mmol) are added to a solution of 2-chloro-4-methyl-5-(4-nitro-phenyl)-thiazole (25b) (0.20 g, 0.786 mmol) in ethanol (3 ml). The mixture is heated at reflux with stirring for 90 minutes. When cool the mixture is diluted with 2M aqueous hydrochloric acid to dissolve any product and the mixture is filtered through celite. The filtrate is adjusted to pH 9 with aqueous sodium hydroxide and extracted with dichlorome... Starting materials: CN1N=CC=C1C(=O)C1=C(C(=C(C(=C1)OC)OC)Cl)Cl ((1-methylpyrazol-5-yl)-(2,3-dichloro-4,5-dimethoxyphenyl)-methanone), Br (hydrobromic acid). Product: CN1N=CC=C1C(=O)C1=C(C(=C(C(=C1)O)O)Cl)Cl ((1-methylpyrazol-5-yl)-(2,3-dichloro-4,5-dihydroxyphenyl)-methanone). Yield: 83.8%. RXN SMILES: [CH3:1][N:2]1[C:6]([C:7]([C:9]2[CH:14]=[C:13]([O:15]C)[C:12]([O:17]C)=[C:11]([Cl:19])[C:10]=2[Cl:20])=[O:8])=[CH:5][CH:4]=[N:3]1.Br>>[CH3:1][N:2]1[C:6]([C:7]([C:9]2[CH:14]=[C:13]([OH:15])[C:12]([OH:17])=[C:11]([Cl:19])[C:10]=2[Cl:20])=[O:8])=[CH:5][CH:4]=[N:3]1. Procedure details: A mixture of 6.25 g of (1-methylpyrazol-5-yl)-(2,3-dichloro-4,5-dimethoxyphenyl)-methanone and 70 ml of aqueous 47% hydrobromic acid is refluxed for 3 hours and the reaction mixture is evaporated to remove solvent. The residue is dissolved in aqueous 10% sodium hydroxide solution and the solution is adjusted to pH 3-4 by addition of acetic acid. The mixture is extracted with ethyl acetate. The extract is washed with an aqueous saturated sodium chloride solution, dried and evaporated to remove so...